From a dataset of the Open Reaction Database (ORD), a public repository of structured organic reaction records. describe an organic reaction: reactants, conditions, products, and yield The reactants are C(C1=CC=CC=C1)N1CCC2(CCC1)OC1=CC=C(C=C1C(C2)=O)/C=C/C(=O)O ((±)-(E)-3-[1′-Benzyl-4-oxo-spiro(chromane-2,4′-azepane)-6-yl]-acrylic acid), NOC1OCCCC1 (NH2OTHP). The product is C(C1=CC=CC=C1)N1CCC2(CCC1)OC1=CC=C(C=C1C(C2)=O)/C=C/C(=O)NOC2OCCCC2 ((E)-3-[1′-benzyl-4-oxo-spiro(chromane-2,4′-azepane)-6-yl]-N-(tetrahydro-pyran-2-yloxy)-acrylamide). RXN SMILES: [CH2:1]([N:8]1[CH2:14][CH2:13][CH2:12][C:11]2([CH2:23][C:22](=[O:24])[C:21]3[C:16](=[CH:17][CH:18]=[C:19](/[CH:25]=[CH:26]/[C:27](O)=[O:28])[CH:20]=3)[O:15]2)[CH2:10][CH2:9]1)[C:2]1[CH:7]=[CH:6][CH:5]=[CH:4][CH:3]=1.[NH2:30][O:31][CH:32]1[CH2:37][CH2:36][CH2:35][CH2:34][O:33]1>>[CH2:1]([N:8]1[CH2:14][CH2:13][CH2:12][C:11]2([CH2:23][C:22](=[O:24])[C:21]3[C:16](=[CH:17][CH:18]=[C:19](/[CH:25]=[CH:26]/[C:27]([NH:30][O:31][CH:32]4[CH2:37][CH2:36][CH2:35][CH2:34][O:33]4)=[O:28])[CH:20]=3)[O:15]2)[CH2:10][CH2:9]1)[C:2]1[CH:3]=[CH:4][CH:5]=[CH:6][CH:7]=1. Reported procedure: (±)-(E)-3-[1′-Benzyl-4-oxo-spiro(chromane-2,4′-azepane)-6-yl]-acrylic acid (490 mg, 1.15 mmol) was reacted with NH2OTHP following the procedure described in Example 22, Step C, giving (E)-3-[1′-benzyl-4-oxo-spiro(chromane-2,4′-azepane)-6-yl]-N-(tetrahydro-pyran-2-yloxy)-acrylamide (270 mg).